From a dataset of the Open Reaction Database (ORD), a public repository of structured organic reaction records. describe an organic reaction: reactants, conditions, products, and yield As a reaction SMILES: [CH2:1]([N:2]=[C:3]=[N:4][CH2:5][CH2:6][CH2:7][N:8]([CH3:9])[CH3:10])[CH3:11].[Cl:45][CH2:46][Cl:47].[ClH:34].[F:35][c:36]1[cH:37][c:38]2[c:42]([cH:43][cH:44]1)[CH2:41][NH:40][CH2:39]2.[O:12]=[C:13]1[N:14]([CH2:30][C:31](=[O:32])[OH:33])[CH2:15][CH2:16][C:17]1([c:18]1[cH:19][cH:20][cH:21][cH:22][cH:23]1)[c:24]1[cH:25][cH:26][cH:27][cH:28][cH:29]1>>[O:12]=[C:13]1[N:14]([CH2:30][C:31](=[O:32])[N:40]2[CH2:39][c:38]3[cH:37][c:36]([F:35])[cH:44][cH:43][c:42]3[CH2:41]2)[CH2:15][CH2:16][C:17]1([c:18]1[cH:19][cH:20][cH:21][cH:22][cH:23]1)[c:24]1[cH:25][cH:26][cH:27][cH:28][cH:29]1. Product: O=C(CN1CCC(c2ccccc2)(c2ccccc2)C1=O)N1Cc2ccc(F)cc2C1. Starting materials: CCN=C=NCCCN(C)C, ClCCl, Cl, Fc1ccc2c(c1)CNC2, O=C(O)CN1CCC(c2ccccc2)(c2ccccc2)C1=O. Starting materials: [Cl-].[Na+] (sodium chloride), OC1=C(C=C(C=C1)CCNC([C@H](C(C)C)NS(=O)(=O)C)=O)OC ((S)-2-(methylsulfonyl-amino)-3-methyl-butyric acid N-[2-(4-hydroxy-3-methoxy-phenyl)-ethyl]-amide), C1(=CC=CC=C1)C#CCOS(=O)(=O)C1=CC=C(C=C1)C (toluene-4-sulfonic acid (3-phenyl-2-propyn-1-yl) ester), C[O-].[Na+] (sodium methanolate), [I-].[K+] (potassium iodide). The product is COC=1C=C(C=CC1OCC#CC1=CC=CC=C1)CCNC([C@H](C(C)C)NS(=O)(=O)C)=O ((S)-2-(methylsulfonyl-amino)-3-methyl-butyric acid N-{2-[3-methoxy-4-(3-phenyl-2-propyn-1-yloxy)-phenyl]-ethyl}-amide). Reaction SMILES: [OH:1][C:2]1[CH:7]=[CH:6][C:5]([CH2:8][CH2:9][NH:10][C:11](=[O:21])[C@@H:12]([NH:16][S:17]([CH3:20])(=[O:19])=[O:18])[CH:13]([CH3:15])[CH3:14])=[CH:4][C:3]=1[O:22][CH3:23].[C:24]1([C:30]#[C:31][CH2:32]OS(C2C=CC(C)=CC=2)(=O)=O)[CH:29]=[CH:28][CH:27]=[CH:26][CH:25]=1.C[O-].[Na+].[I-].[K+].[Cl-].[Na+]>CO>[CH3:23][O:22][C:3]1[CH:4]=[C:5]([CH2:8][CH2:9][NH:10][C:11](=[O:21])[C@@H:12]([NH:16][S:17]([CH3:20])(=[O:19])=[O:18])[CH:13]([CH3:15])[CH3:14])[CH:6]=[CH:7][C:2]=1[O:1][CH2:32][C:31]#[C:30][C:24]1[CH:29]=[CH:28][CH:27]=[CH:26][CH:25]=1 |f:2.3,4.5,6.7|. The solvent is CO (methanol). Procedure: 2.5 g of (S)-2-(methylsulfonyl-amino)-3-methyl-butyric acid N-[2-(4-hydroxy-3-methoxy-phenyl)-ethyl]-amide and 2.7 g of toluene-4-sulfonic acid (3-phenyl-2-propyn-1-yl) ester are heated at reflux for 3 hours together with 12 ml of 1M sodium methanolate solution with the addition of 20 mg of potassium iodide in 50 ml of methanol. The reaction mixture is cooled and introduced into 200 ml of saturated sodium chloride solution. Extraction is carried out twice using 200 ml of ethyl acetate each time.... Starting materials: O (water), C([O-])([O-])=O.[K+].[K+] (potassium carbonate), CI (methyl iodide), N1=C(C=CC=C1)OCCCCCSC=1NC2=C(N1)C=CC=C2 (2-(5-(2-pyridyloxy)pentylthio)benzimidazole). Solvent: CN(C)C=O (DMF). Reaction conditions: temperature 50 celsius, time 1.5 hour. Product: CN1C(=NC2=C1C=CC=C2)SCCCCCOC2=NC=CC=C2 (1-Methyl-2-(5-(2-pyridyloxy)pentylthio)benzimidazole). The yield is 72.0%. As a reaction SMILES: [N:1]1[CH:6]=[CH:5][CH:4]=[CH:3][C:2]=1[O:7][CH2:8][CH2:9][CH2:10][CH2:11][CH2:12][S:13][C:14]1[NH:15][C:16]2[CH:22]=[CH:21][CH:20]=[CH:19][C:17]=2[N:18]=1.[C:23](=O)([O-])[O-].[K+].[K+].CI.O>CN(C=O)C>[CH3:23][N:18]1[C:17]2[CH:19]=[CH:20][CH:21]=[CH:22][C:16]=2[N:15]=[C:14]1[S:13][CH2:12][CH2:11][CH2:10][CH2:9][CH2:8][O:7][C:2]1[CH:3]=[CH:4][CH:5]=[CH:6][N:1]=1 |f:1.2.3|. Reported procedure: 0.2 g of (Compound 1) was dissolved in 1.2 ml of DMF, added with 0.27 g of potassium carbonate and 0.12 g of methyl iodide and the mixture was stirred at 50° C. for 1.5 hours. The reaction mixture was added with water and extracted with ethyl acetate. The organic layer was washed with water and dried over sodium sulfate, and the solvent was evaporated under reduced pressure. The residue was purified by silica gel chromatography (ethyl acetate:methylene chloride=1:6) to obtain 0.15 g of the title... Starting materials: [N+](=O)([O-])C1=C(C=CC=C1)N=NC1=C(C=CC(=C1)C(C)(C)C)O (2-nitro-2'-hydroxy-5'-t-butylazobenzene), [N+](=O)([O-])C1=C(C=CC=C1)N=NC1=C(C=CC(=C1)C(C)(C)CC(C)(C)C)O (2-nitro-2'-hydroxy-5'-t-octylazobenzene). The product is OC1=C(C=C(C=C1)C(C)(C)CC(C)(C)C)N1N=C2C(=[N+]1[O-])C=CC=C2 (2-(2'-hydroxy-5'-t-octylphenyl)benzotriazole-N-oxide). Isolated yield 89.9%. Reaction SMILES: [N+](C1C=CC=CC=1N=NC1C=C(C(C)(C)C)C=CC=1O)([O-])=O.[N+:23]([C:26]1[CH:31]=[CH:30][CH:29]=[CH:28][C:27]=1[N:32]=[N:33][C:34]1[CH:39]=[C:38]([C:40]([CH2:43][C:44]([CH3:47])([CH3:46])[CH3:45])([CH3:42])[CH3:41])[CH:37]=[CH:36][C:35]=1[OH:48])([O-])=[O:24]>>[OH:48][C:35]1[CH:36]=[CH:37][C:38]([C:40]([CH2:43][C:44]([CH3:47])([CH3:46])[CH3:45])([CH3:42])[CH3:41])=[CH:39][C:34]=1[N:33]1[N+:23]([O-:24])=[C:26]2[CH:31]=[CH:30][CH:29]=[CH:28][C:27]2=[N:32]1. Reported procedure: The same procedure as in Example 14 was repeated, except that 2-nitro-2'-hydroxy-5'-t-butylazobenzene 15.0 g was replaced by 2-nitro-2'-hydroxy-5'-t-octylazobenzene 17.7 g, thus producing 15.2 g of 2-(2'-hydroxy-5'-t-octylphenyl)benzotriazole-N-oxide having a melting point of 106.0° to 111.0° C. at the yield of 90.2%. Yields the product BrC=1C(=NC(=NC1)Cl)C1=CN=C(S1)C(C)C1=CC=C(C=C1)F (5-Bromo-2-chloro-4-(2-(1-(4-fluorophenyl)ethyl)thiazole-5-yl)-pyrimidine). The reactants are ClC=1C(C(=C(C(C1Cl)=O)C#N)C#N)=O (2,3-Dichloro-5,6-dicyano-1,4-benzoquinone), FC1=CC=C(C=C1)C(C)C=1SC=CN1 (2-(1-(4-fluorophenyl)ethyl)thiazole), BrC=1C=NC(=NC1)Cl (5-Bromo-2-chloropyrimidine), C(C)(C)(C)[Li] (tert-butyllithium). As a reaction SMILES: [F:1][C:2]1[CH:7]=[CH:6][C:5]([CH:8]([C:10]2[S:11][CH:12]=[CH:13][N:14]=2)[CH3:9])=[CH:4][CH:3]=1.C([Li])(C)(C)C.[Br:20][C:21]1[CH:22]=[N:23][C:24]([Cl:27])=[N:25][CH:26]=1.ClC1C(=O)C(C#N)=C(C#N)C(=O)C=1Cl>O1CCCC1.O=C1O[C@H]([C@H](CO)O)C([O-])=C1O.[Na+].O>[Br:20][C:21]1[C:22]([C:12]2[S:11][C:10]([CH:8]([C:5]3[CH:6]=[CH:7][C:2]([F:1])=[CH:3][CH:4]=3)[CH3:9])=[N:14][CH:13]=2)=[N:23][C:24]([Cl:27])=[N:25][CH:26]=1 |f:5.6|. The yield is 46.0%. Reported procedure: A solution of 2-(1-(4-fluorophenyl)ethyl)thiazole (200 mg, 0.966 mmol) in 5 mL of tetrahydrofuran was cooled to −78° C. and treated with tert-butyllithium (0.622 mL, 1.7 M solution in pentane, 1.06 mmol) added dropwise. 5-Bromo-2-chloropyrimidine (205.5 mg, 1.06 mmol) was added to the reaction mixture and stirred for another 30 min before quenching with 1 mL of acetic acid in 5 mL of methanol. 2,3-Dichloro-5,6-dicyano-1,4-benzoquinone (468 mg, 2.06 mmol) was added to the reaction after cooling t... Solvent: O=C1C(O)=C([O-])[C@H](O1)[C@@H](O)CO.[Na+] (sodium ascorbate), O (water), O1CCCC1 (tetrahydrofuran). Run at temperature 0 celsius, time 30 minute. Reactants: C[Si](C)(C)[N-][Si](C)(C)C.[Li+] (lithium bis(trimethylsilyl)amide), solution, ClC1=NC=CC2=C1COC2=O (4-chloro-3H-furo[3,4-c]pyridin-1-one), Cl (HCl), FC=1C=C2CC(NC2=CC1)=O (5-fluoro-1,3-dihydro-indol-2-one). Solvent: C1CCOC1 (THF), C1CCOC1 (THF), C1CCOC1 (THF). Reaction conditions: time 10 minute. Yields the product ClC1=NC=CC2=C1COC2=C2C(NC1=CC=C(C=C21)F)=O (3-(4-Chloro-3H-furo[3,4-c]pyridin-1-ylidene)-5-fluoro-1,3-dihydro-indol-2-one). Isolated yield 72.9%. As a reaction SMILES: [F:1][C:2]1[CH:3]=[C:4]2[C:8](=[CH:9][CH:10]=1)[NH:7][C:6](=[O:11])[CH2:5]2.C[Si]([N-][Si](C)(C)C)(C)C.[Li+].[Cl:22][C:23]1[C:28]2[CH2:29][O:30][C:31](=O)[C:27]=2[CH:26]=[CH:25][N:24]=1.Cl>C1COCC1>[Cl:22][C:23]1[C:28]2[CH2:29][O:30][C:31](=[C:5]3[C:4]4[C:8](=[CH:9][CH:10]=[C:2]([F:1])[CH:3]=4)[NH:7][C:6]3=[O:11])[C:27]=2[CH:26]=[CH:25][N:24]=1 |f:1.2|. Procedure details: A solution of 5-fluoro-1,3-dihydro-indol-2-one (825 mg, 5.46 mmol.) in THF (5 mL) is cooled to 0° C. under an Argon atmosphere and treated with a solution of lithium bis(trimethylsilyl)amide (11 mL of a 1 M solution in THF, 11 mmol) dropwise. The resulting solution is stirred at room temperature for 10 min. A solution of 4-chloro-3H-furo[3,4-c]pyridin-1-one (620 mg, 3.67 mmol) in THF (7 mL) is added dropwise to the reaction mixture. The resulting solution is stirred for 4 h. The reaction mixture... RXN SMILES: [CH3:31][c:32]1[cH:33][cH:34][cH:35][cH:36][cH:37]1.[NH2:1][CH:2]1[CH2:3][CH2:4][N:5]([C:8](=[O:9])[O:10][C:11]([CH3:12])([CH3:13])[CH3:14])[CH2:6][CH2:7]1.[c:15]1([O:21][C:22](=[O:16])[O:24][CH2:25][C:26](=[O:27])[O:28][CH2:29][CH3:30])[cH:17][cH:18][cH:19][cH:20][cH:23]1>>[NH:1]([CH:2]1[CH2:3][CH2:4][N:5]([C:8](=[O:9])[O:10][C:11]([CH3:12])([CH3:13])[CH3:14])[CH2:6][CH2:7]1)[C:22](=[O:21])[O:24][CH2:25][C:26](=[O:27])[O:28][CH2:29][CH3:30]. Product: CCOC(=O)COC(=O)NC1CCN(C(=O)OC(C)(C)C)CC1. The reactants are Cc1ccccc1, CC(C)(C)OC(=O)N1CCC(N)CC1, CCOC(=O)COC(=O)Oc1ccccc1. The reactants are C(C1=CC=CC=C1)OC(=O)C=1C(C(=C(NC1C)C)C(C)=O)C1=CC(=CC=C1)[N+](=O)[O-] (2,6-dimethyl-3-acetyl-4-(3'-nitrophenyl)-1,4-dihydropyridine-5-carboxylic acid benzyl ester). Run in C(C)O (ethanol), C(C)O (ethanol). The product is 3'-nitrobenzylideneacetylacetone, C(C1=CC=CC=C1)OC(\C=C(\C)/N)=O (β-aminocrotonic acid benzyl ester). Yield: 67.0%. RXN SMILES: [CH2:1]([O:8][C:9]([C:11]1C(C2C=CC=C([N+]([O-])=O)C=2)C(C(=O)C)=C(C)[NH:15][C:16]=1[CH3:17])=[O:10])[C:2]1[CH:7]=[CH:6][CH:5]=[CH:4][CH:3]=1>C(O)C>[CH2:1]([O:8][C:9](=[O:10])/[CH:11]=[C:16](\[NH2:15])/[CH3:17])[C:2]1[CH:7]=[CH:6][CH:5]=[CH:4][CH:3]=1. Reported procedure: Analogously to Example 1 heating a solution of 75 mmols of 3'-nitrobenzylideneacetylacetone and 75 mmols of β-aminocrotonic acid benzyl ester in 120 ml of ethanol gave 2,6-dimethyl-3-acetyl-4-(3'-nitrophenyl)-1,4-dihydropyridine-5-carboxylic acid benzyl ester of melting point 152° C (from ethanol).